From a dataset of the Open Reaction Database (ORD), a public repository of structured organic reaction records. describe an organic reaction: reactants, conditions, products, and yield The reactants are CC(=O)O[BH-](OC(C)=O)OC(C)=O, COc1nccnc1C=O, Cc1ccccc1OCC1CCNCC1, CCOC(C)=O, ClCCl, Cl, [Na+], [Na+], [Na+], O=C([O-])[O-]. Yields the product COc1nccnc1CN1CCC(COc2ccccc2C)CC1. As a reaction SMILES: [C:27]([O:28][BH-:29]([O:30][C:31](=[O:32])[CH3:33])[O:34][C:35](=[O:36])[CH3:37])(=[O:38])[CH3:39].[CH3:17][O:18][c:19]1[c:20]([CH:25]=[O:26])[n:21][cH:22][cH:23][n:24]1.[CH3:2][c:3]1[c:4]([O:5][CH2:6][CH:7]2[CH2:8][CH2:9][NH:10][CH2:11][CH2:12]2)[cH:13][cH:14][cH:15][cH:16]1.[CH3:50][CH2:51][O:52][C:53](=[O:54])[CH3:55].[Cl:47][CH2:48][Cl:49].[ClH:1].[Na+:40].[Na+:41].[Na+:42].[O-:43][C:44](=[O:45])[O-:46]>>[CH3:2][c:3]1[c:4]([O:5][CH2:6][CH:7]2[CH2:8][CH2:9][N:10]([CH2:25][c:20]3[c:19]([O:18][CH3:17])[n:24][cH:23][cH:22][n:21]3)[CH2:11][CH2:12]2)[cH:13][cH:14][cH:15][cH:16]1. The reactants are CCO, Cl, [Na+], C1CCOC1, [OH-], CCOC(=O)CCc1cn(Cc2ccc(OCc3cncc(-c4ccccc4)c3)cc2)nc1-c1ccccc1. The product is O=C(O)CCc1cn(Cc2ccc(OCc3cncc(-c4ccccc4)c3)cc2)nc1-c1ccccc1. RXN SMILES: [CH3:48][CH2:49][OH:50].[ClH:47].[Na+:41].[O:42]1[CH2:43][CH2:44][CH2:45][CH2:46]1.[OH-:40].[c:1]1(-[c:7]2[n:8][n:9]([CH2:19][c:20]3[cH:21][cH:22][c:23]([O:26][CH2:27][c:28]4[cH:29][n:30][cH:31][c:32](-[c:34]5[cH:35][cH:36][cH:37][cH:38][cH:39]5)[cH:33]4)[cH:24][cH:25]3)[cH:10][c:11]2[CH2:12][CH2:13][C:14](=[O:15])[O:16][CH2:17][CH3:18])[cH:2][cH:3][cH:4][cH:5][cH:6]1>>[c:1]1(-[c:7]2[n:8][n:9]([CH2:19][c:20]3[cH:21][cH:22][c:23]([O:26][CH2:27][c:28]4[cH:29][n:30][cH:31][c:32](-[c:34]5[cH:35][cH:36][cH:37][cH:38][cH:39]5)[cH:33]4)[cH:24][cH:25]3)[cH:10][c:11]2[CH2:12][CH2:13][C:14](=[O:15])[OH:16])[cH:2][cH:3][cH:4][cH:5][cH:6]1. Reactants: CC(C)(C)C1=CC=C2N=C3CCCCC3=C(C2=C1)O (7-(1,1-Dimethylethyl)-9-hydroxy-1,2,3,4-tetrahydroacridine). The solvent is O=P(Cl)(Cl)Cl (POCl3). Product: C1CCCC2=NC3=CC=CC=C3C=C12 (1,2,3,4-tetrahydroacridine). Reaction SMILES: CC([C:5]1[CH:18]=[C:17]2[C:8]([N:9]=[C:10]3[C:15](=[C:16]2O)[CH2:14][CH2:13][CH2:12][CH2:11]3)=[CH:7][CH:6]=1)(C)C>O=P(Cl)(Cl)Cl>[CH2:14]1[C:15]2[C:10](=[N:9][C:8]3[C:17]([CH:16]=2)=[CH:18][CH:5]=[CH:6][CH:7]=3)[CH2:11][CH2:12][CH2:13]1. Reported procedure: 7-(1,1-Dimethylethyl)-9-hydroxy-1,2,3,4-tetrahydroacridine (9.46 g) was refluxed for 30 minutes in 50 ml of POCl3. The volatiles were evaporated and the residue was distributed between aqueous NH3 and Et2O. Concentration of the organic phase gave 8.24 g of 9-chloro-7-1,1-dimethylethyl)-1,2,3,4-tetrahydroacridine. Reactants: C(C)OC(=O)C1(CCN(CC1)C(=O)OC(C)(C)C)CCCOC (4-(3-Methoxy-propyl)-piperidine-1,4-dicarboxylic acid 1-tert-butyl ester 4-ethyl ester), C(=O)(C(F)(F)F)O (TFA). Run in C(Cl)Cl (methylene chloride). Conditions: time 3 hour. The product is C(C)OC(=O)C1(CCNCC1)CCCOC (4-(3-methoxy-propyl)-piperidine-4-carboxylic acid ethyl ester). Isolated yield 86.9%. Reaction SMILES: [CH2:1]([O:3][C:4]([C:6]1([CH2:19][CH2:20][CH2:21][O:22][CH3:23])[CH2:11][CH2:10][N:9](C(OC(C)(C)C)=O)[CH2:8][CH2:7]1)=[O:5])[CH3:2].C(O)(C(F)(F)F)=O>C(Cl)Cl>[CH2:1]([O:3][C:4]([C:6]1([CH2:19][CH2:20][CH2:21][O:22][CH3:23])[CH2:7][CH2:8][NH:9][CH2:10][CH2:11]1)=[O:5])[CH3:2]. Procedure: 4-(3-Methoxy-propyl)-piperidine-1,4-dicarboxylic acid 1-tert-butyl ester 4-ethyl ester (6 g) was dissolved in methylene chloride (200 ml) under an argon atmosphere, TFA (35.6 ml) was added and the reaction mixture was stirred for 3 hours at RT. The solvent together with most of the TFA was evaporated off, the residue dissolved in methylene chloride (800 ml) and treated with 2M KHCO3 under ice cooling. The layers were separated, the organic layer was washed with water and brine, dried over sodium... Reactants: FC1=CC=CC(=C1C(=O)O)C(C)=O (6-fluoro-2-acetyl benzoic acid), FC=1C=C(C=C(C1)F)NC(NN)=O (4-(3,5-difluorophenyl)semicarbazide). Solvent: CO (methanol). Reaction conditions: time 24 hour. Product: FC=1C=C(C=C(C1)F)NC(NN=C(C1=C(C=CC=C1F)C(C)=O)O)=O (2-acetyl-6-fluorobenzoic acid 4-(3,5-difluorophenyl)semicarbazone). RXN SMILES: [F:1][C:2]1[C:7]([C:8]([OH:10])=O)=[C:6]([C:11](=[O:13])[CH3:12])[CH:5]=[CH:4][CH:3]=1.[F:14][C:15]1[CH:16]=[C:17]([NH:22][C:23](=[O:26])[NH:24][NH2:25])[CH:18]=[C:19]([F:21])[CH:20]=1>CO>[F:14][C:15]1[CH:16]=[C:17]([NH:22][C:23](=[O:26])[NH:24][N:25]=[C:8]([OH:10])[C:7]2[C:2]([F:1])=[CH:3][CH:4]=[CH:5][C:6]=2[C:11](=[O:13])[CH3:12])[CH:18]=[C:19]([F:21])[CH:20]=1. Procedure: 3 g of 6-fluoro-2-acetyl benzoic acid and 3 g of 4-(3,5-difluorophenyl)semicarbazide are mixed in 20 ml of methanol and heated until clear. The solution is then stirred at R.T. for 24 hr. A white solid forms which is filtered and dried in vacuum at 60° to yield the title product m.p. 227° (decomp.). The corresponding sodium salt is made by reaction of the free acid with 25% sodium methoxylate/methanol. Product: Cl.Cl.FC1=CC=C(C=C1)N(C(C1=CC=C(C=C1)OCCN1CCCCC1)=O)C1=CC=C(C=C1)OCCN1CCCCC1 (N-(4-Fluorophenyl)-N-[4-(2-piperidin-1-ylethoxy)-phenyl]-[4-(2-piperidin-1-yl-ethoxy)]-benzamide dihydrochloride). Reported procedure: N,N-Bis[4-(2-piperidin-1-ylethoxy)-phenyl]-4-fluoro-benzamide dihydrochloride (4s); N,N-Bis[4-(2-piperidin-1-ylethoxy)-phenyl]-benzamide dihydrochloride (4t); and N-[4-(2-piperidin-1-ylethoxy)-phenyl]-N-phenyl-[4-(2-piperidin-1-ylethoxy)]-benz amide dihydrochloride (4u). Reaction SMILES: [ClH:1].Cl.N1(CCOC2C=CC(N(C3C=CC(OCCN4CCCCC4)=CC=3)C(=O)C3C=CC([F:26])=CC=3)=CC=2)CCCCC1.Cl.Cl.N1(CCOC2C=CC(N(C3C=CC(OCCN4CCCCC4)=CC=3)C(=O)C3C=CC=CC=3)=CC=2)CCCCC1.Cl.Cl.[N:86]1([CH2:92][CH2:93][O:94][C:95]2[CH:100]=[CH:99][C:98]([N:101]([C:119]3[CH:124]=[CH:123][CH:122]=[CH:121][CH:120]=3)[C:102](=[O:118])[C:103]3[CH:108]=[CH:107][C:106]([O:109][CH2:110][CH2:111][N:112]4[CH2:117][CH2:116][CH2:115][CH2:114][CH2:113]4)=[CH:105][CH:104]=3)=[CH:97][CH:96]=2)[CH2:91][CH2:90][CH2:89][CH2:88][CH2:87]1>>[ClH:1].[ClH:1].[F:26][C:122]1[CH:121]=[CH:120][C:119]([N:101]([C:98]2[CH:97]=[CH:96][C:95]([O:94][CH2:93][CH2:92][N:86]3[CH2:91][CH2:90][CH2:89][CH2:88][CH2:87]3)=[CH:100][CH:99]=2)[C:102](=[O:118])[C:103]2[CH:108]=[CH:107][C:106]([O:109][CH2:110][CH2:111][N:112]3[CH2:113][CH2:114][CH2:115][CH2:116][CH2:117]3)=[CH:105][CH:104]=2)=[CH:124][CH:123]=1 |f:0.1.2,3.4.5,6.7.8,9.10.11|. The reactants are Cl.Cl.N1(CCCCC1)CCOC1=CC=C(C=C1)N(C(C1=CC=C(C=C1)F)=O)C1=CC=C(C=C1)OCCN1CCCCC1 (N,N-Bis[4-(2-piperidin-1-ylethoxy)-phenyl]-4-fluoro-benzamide dihydrochloride), Cl.Cl.N1(CCCCC1)CCOC1=CC=C(C=C1)N(C(C1=CC=CC=C1)=O)C1=CC=C(C=C1)OCCN1CCCCC1 (N,N-Bis[4-(2-piperidin-1-ylethoxy)-phenyl]-benzamide dihydrochloride), Cl.Cl.N1(CCCCC1)CCOC1=CC=C(C=C1)N(C(C1=CC=C(C=C1)OCCN1CCCCC1)=O)C1=CC=CC=C1 (N-[4-(2-piperidin-1-ylethoxy)-phenyl]-N-phenyl-[4-(2-piperidin-1-ylethoxy)]-benz amide dihydrochloride). Reactants: ClCC[C@@H](OC1=C(C=C(C=C1)OC(C)=O)C)C1=CC=CC=C1 ((R)-3-chloro-1-phenyl-1-(2-methyl-4-acetoxyphenoxy)propane), CC(=O)C (acetone), [I-].[K+] (potassium iodide). The solvent is C(C)OCC (diethyl ether). Yields the product ICC[C@@H](OC1=C(C=C(C=C1)OC(C)=O)C)C1=CC=CC=C1 ((R)-3-iodo-1-phenyl-1-(2-methyl-4-acetoxyphenoxy)propane). Isolated yield 70.0%. RXN SMILES: Cl[CH2:2][CH2:3][C@H:4]([C:17]1[CH:22]=[CH:21][CH:20]=[CH:19][CH:18]=1)[O:5][C:6]1[CH:11]=[CH:10][C:9]([O:12][C:13](=[O:15])[CH3:14])=[CH:8][C:7]=1[CH3:16].CC(C)=O.[I-:27].[K+]>C(OCC)C>[I:27][CH2:2][CH2:3][C@H:4]([C:17]1[CH:22]=[CH:21][CH:20]=[CH:19][CH:18]=1)[O:5][C:6]1[CH:11]=[CH:10][C:9]([O:12][C:13](=[O:15])[CH3:14])=[CH:8][C:7]=1[CH3:16] |f:2.3|. Procedure details: A mixture of (R)-3-chloro-1-phenyl-1-(2-methyl-4-acetoxyphenoxy)propane (0.200 gm, 0.63 mMol) and 15 mL acetone saturated with potassium iodide was stirred at reflux under argon overnight. The reaction mixture was poured into 50 mL diethyl ether and the resulting suspension was filtered. The filtrated was washed with saturated aqueous sodium hydrogen sulfite followed by water. The remaining organic phase was dried over magnesium sulfate and concentrated under reduced pressure to provide 0.18 gm ... Reactants: ClC1=CC=C(C=C1)C(N[C@H](C)C1=CC(=C(C(=C1)F)F)F)C1=CC(=CC=C1)[N+](=O)[O-] (N-[(4-clorophenyl)-(3-nitrophenyl)methyl]-N-[(R)-1-(3,4,5-trifluorophenyl)ethyl]amine), [BH4-].[Na+] (sodium borohydride). The reagents and catalysts are O.O.O.O.O.O.[Ni](Cl)Cl (nickel chloride hexahydrate). Yields the product ClC1=CC=C(C=C1)C(C=1C=C(C=CC1)N)N[C@H](C)C1=CC(=C(C(=C1)F)F)F (3-{(4-Chlorophenyl)-[(R)-1-(3,4,5-trifluorophenyl)ethylamino]methyl}phenylamine). As a reaction SMILES: [Cl:1][C:2]1[CH:7]=[CH:6][C:5]([CH:8]([C:21]2[CH:26]=[CH:25][CH:24]=[C:23]([N+:27]([O-])=O)[CH:22]=2)[NH:9][C@@H:10]([C:12]2[CH:17]=[C:16]([F:18])[C:15]([F:19])=[C:14]([F:20])[CH:13]=2)[CH3:11])=[CH:4][CH:3]=1.[BH4-].[Na+]>O.O.O.O.O.O.[Ni](Cl)Cl>[Cl:1][C:2]1[CH:7]=[CH:6][C:5]([CH:8]([NH:9][C@@H:10]([C:12]2[CH:13]=[C:14]([F:20])[C:15]([F:19])=[C:16]([F:18])[CH:17]=2)[CH3:11])[C:21]2[CH:22]=[C:23]([NH2:27])[CH:24]=[CH:25][CH:26]=2)=[CH:4][CH:3]=1 |f:1.2,3.4.5.6.7.8.9|. Procedure details: Following a similar reaction, separation and purification procedure to that described in Example (59b), 2.38 g of N-[(4-clorophenyl)-(3-nitrophenyl)methyl]-N-[(R)-1-(3,4,5-trifluorophenyl)ethyl]amine [prepared as described in step (a) above], 2.69 g of nickel chloride hexahydrate and 866 mg of sodium borohydride were reacted, to obtain 942 mg of isomer A and 663 mg of isomer B of the title compound, each as a colorless oil. Starting materials: Cc1ccc(S(=O)(=O)N(C)Cl)cc1, CC1(C)C(C(=O)OCc2ccc([N+](=O)[O-])cc2)N2C(=O)C(NC(=O)COc3ccccc3)C2S1=O. Yields the product C=C(C)C(C(=O)OCc1ccc([N+](=O)[O-])cc1)N1C(=O)C(NC(=O)COc2ccccc2)C1S(=O)Cl. As a reaction SMILES: [Cl:36][N:37]([CH3:38])[S:39]([c:40]1[cH:41][cH:42][c:43]([CH3:44])[cH:45][cH:46]1)(=[O:47])=[O:48].[O:1]([c:2]1[cH:3][cH:4][cH:5][cH:6][cH:7]1)[CH2:8][C:9](=[O:10])[NH:11][CH:12]1[CH:13]2[N:14]([CH:15]([C:21](=[O:22])[O:23][CH2:24][c:25]3[cH:26][cH:27][c:28]([N+:31](=[O:32])[O-:33])[cH:29][cH:30]3)[C:16]([CH3:19])([CH3:20])[S:17]2=[O:18])[C:34]1=[O:35]>>[O:1]([c:2]1[cH:3][cH:4][cH:5][cH:6][cH:7]1)[CH2:8][C:9](=[O:10])[NH:11][CH:12]1[CH:13]([S:17](=[O:18])[Cl:36])[N:14]([CH:15]([C:16]([CH3:19])=[CH2:20])[C:21](=[O:22])[O:23][CH2:24][c:25]2[cH:26][cH:27][c:28]([N+:31](=[O:32])[O-:33])[cH:29][cH:30]2)[C:34]1=[O:35].